This data is from the Open Reaction Database (ORD), a public repository of structured organic reaction records. The task is: describe an organic reaction: reactants, conditions, products, and yield Starting materials: OC(C)C1=CC=CC=2OC3=CC=CC=C3S(C12)(=O)=O (1-(1-hydroxyethyl)phenoxathiin 10,10-dioxide), Cl(=O)(=O)(=O)O (perchloric acid). Reagents/catalysts: [OH-].[OH-].[Pd+2] (Pearlman's catalyst). The solvent is C(C)(=O)O (acetic acid). Yields the product C(C)C1=CC=CC=2OC3=CC=CC=C3S(C12)(=O)=O (1-ethylphenoxathiin 10,10-dioxide). Reaction SMILES: O[CH:2]([C:4]1[C:17]2[S:16](=[O:19])(=[O:18])[C:15]3[C:10](=[CH:11][CH:12]=[CH:13][CH:14]=3)[O:9][C:8]=2[CH:7]=[CH:6][CH:5]=1)[CH3:3].Cl(O)(=O)(=O)=O>C(O)(=O)C.[OH-].[OH-].[Pd+2]>[CH2:2]([C:4]1[C:17]2[S:16](=[O:19])(=[O:18])[C:15]3[C:10](=[CH:11][CH:12]=[CH:13][CH:14]=3)[O:9][C:8]=2[CH:7]=[CH:6][CH:5]=1)[CH3:3] |f:3.4.5|. Procedure: A solution of 1-(1-hydroxyethyl)phenoxathiin 10,10-dioxide (590.2) g) in acetic acid (5.4 L) containing 70% aqueous perchloric acid (250 mL) was blanketed with nitrogen and 65 g of Pearlman's catalyst (20% palladium hydroxide on carbon, Aldrich Chemical Co., Milwaukee, Wis.) was added. The atmosphere above the reaction mixture was replaced by successive evacuation and flushing with nitrogen, and then the nitrogen was displaced by successive evacuations and flushing with hydrogen. The reaction mi... Reactants: CC1=C(NC2=C1C(N(CCC2)CCN2CCCCC2)=O)C=O (3-methyl-4-oxo-5-(2-piperidin-1-yl-ethyl)-1,4,5,6,7,8-hexahydro-pyrrolo[3,2-c]azepine-2-carbaldehyde), FC=1C=C2CC(NC2=CC1NCC1=CC=C(C=C1)F)=O (5-fluoro-6-(4-fluoro-benzylamino)-1,3-dihydro-indol-2-one). Yields the product FC=1C=C2/C(/C(NC2=CC1NCC1=CC=C(C=C1)F)=O)=C/C1=C(C=2C(N(CCCC2N1)CCN1CCCCC1)=O)C ((Z)-2-[5-fluoro-6-(4-fluoro-benzylamino)-2-oxo-1,2-dihydro-indol-3-ylidenemethyl]-3-methyl-5-(2-piperidin-1-yl-ethyl)-5,6,7,8-tetrahydro-1H-pyrrolo[3,2-c]azepin-4-o ne). The yield is 90.8%. Reaction SMILES: [CH3:1][C:2]1[C:6]2[C:7](=[O:20])[N:8]([CH2:12][CH2:13][N:14]3[CH2:19][CH2:18][CH2:17][CH2:16][CH2:15]3)[CH2:9][CH2:10][CH2:11][C:5]=2[NH:4][C:3]=1[CH:21]=O.[F:23][C:24]1[CH:25]=[C:26]2[C:30](=[CH:31][C:32]=1[NH:33][CH2:34][C:35]1[CH:40]=[CH:39][C:38]([F:41])=[CH:37][CH:36]=1)[NH:29][C:28](=[O:42])[CH2:27]2>>[F:23][C:24]1[CH:25]=[C:26]2[C:30](=[CH:31][C:32]=1[NH:33][CH2:34][C:35]1[CH:40]=[CH:39][C:38]([F:41])=[CH:37][CH:36]=1)[NH:29][C:28](=[O:42])/[C:27]/2=[CH:21]\[C:3]1[NH:4][C:5]2[CH2:11][CH2:10][CH2:9][N:8]([CH2:12][CH2:13][N:14]3[CH2:19][CH2:18][CH2:17][CH2:16][CH2:15]3)[C:7](=[O:20])[C:6]=2[C:2]=1[CH3:1]. Reported procedure: The title compound was prepared under the same conditions as described in step 5 of Example 32 with 3-methyl-4-oxo-5-(2-piperidin-1-yl-ethyl)-1,4,5,6,7,8-hexahydro-pyrrolo[3,2-c]azepine-2-carbaldehyde 32d obtained from step 4 of Example 32 and 5-fluoro-6-(4-fluoro-benzylamino)-1,3-dihydro-indol-2-one 3e obtained from step 4 of Example 3 as starting materials to obtain (Z)-2-[5-fluoro-6-(4-fluoro-benzylamino)-2-oxo-1,2-dihydro-indol-3-ylidenemethyl]-3-methyl-5-(2-piperidin-1-yl-ethyl)-5,6,7,8-tet... Starting materials: COCc1c(C(=O)OC)cnn1-c1ccc(Cl)cc1, [Li+], [OH-]. Yields the product COCc1c(C(=O)O)cnn1-c1ccc(Cl)cc1. RXN SMILES: [CH3:1][O:2][C:3](=[O:4])[c:5]1[cH:6][n:7][n:8](-[c:13]2[cH:14][cH:15][c:16]([Cl:19])[cH:17][cH:18]2)[c:9]1[CH2:10][O:11][CH3:12].[Li+:20].[OH-:21]>>[O:2]=[C:3]([OH:4])[c:5]1[cH:6][n:7][n:8](-[c:13]2[cH:14][cH:15][c:16]([Cl:19])[cH:17][cH:18]2)[c:9]1[CH2:10][O:11][CH3:12]. Starting materials: C(C)(C)(C)OC(NC1=C(C=C(C(=C1)OCC(F)(F)F)C(F)(F)F)N)=O ([2-amino-5-(2,2,2-trifluoro-ethoxy)-4-trifluoromethyl-phenyl]-carbamic acid tert-butyl ester), C(C)(C)(C)OC(CC(=O)C1=CC(=CC=C1)C=1C=NC(=CC1)CC)=O (3-[3-(6-ethyl-pyridin-3-yl)-phenyl]-3-oxo-propionic acid tert-butyl ester). Yields the product C(C)(C)(C)OC(NC1=C(C=C(C(=C1)OCC(F)(F)F)C(F)(F)F)NC(CC(=O)C1=CC(=CC=C1)C=1C=NC(=CC1)CC)=O)=O ([2-{3-[3-(6-Ethyl-pyridin-3-yl)-phenyl]-3-oxo-propionylamino}-5-(2,2,2-trifluoro-ethoxy)-4-trifluoromethyl-phenyl]-carbamic acid tert-butyl ester). As a reaction SMILES: [C:1]([O:5][C:6](=[O:25])[NH:7][C:8]1[CH:13]=[C:12]([O:14][CH2:15][C:16]([F:19])([F:18])[F:17])[C:11]([C:20]([F:23])([F:22])[F:21])=[CH:10][C:9]=1[NH2:24])([CH3:4])([CH3:3])[CH3:2].C([O:30][C:31](=O)[CH2:32][C:33]([C:35]1[CH:40]=[CH:39][CH:38]=[C:37]([C:41]2[CH:42]=[N:43][C:44]([CH2:47][CH3:48])=[CH:45][CH:46]=2)[CH:36]=1)=[O:34])(C)(C)C>>[C:1]([O:5][C:6](=[O:25])[NH:7][C:8]1[CH:13]=[C:12]([O:14][CH2:15][C:16]([F:18])([F:17])[F:19])[C:11]([C:20]([F:22])([F:23])[F:21])=[CH:10][C:9]=1[NH:24][C:31](=[O:30])[CH2:32][C:33]([C:35]1[CH:40]=[CH:39][CH:38]=[C:37]([C:41]2[CH:42]=[N:43][C:44]([CH2:47][CH3:48])=[CH:45][CH:46]=2)[CH:36]=1)=[O:34])([CH3:4])([CH3:2])[CH3:3]. Procedure details: The title compound was prepared from [2-amino-5-(2,2,2-trifluoro-ethoxy)-4-trifluoromethyl-phenyl]-carbamic acid tert-butyl ester (Example J6) (281 mg, 0.75 mmol) and 3-[3-(6-ethyl-pyridin-3-yl)-phenyl]-3-oxo-propionic acid tert-butyl ester (Example K23) (244 mg, 0.75 mmol) according to the general procedure M. Obtained as an amorphous yellow substance (422 mg, 90%). Reactants: CCCCCCCCBr, CCO, Cn1ccnc1. The product is [Br-], CCCCCCCC[n+]1ccn(C)c1. As a reaction SMILES: [CH2:7]([CH2:8][CH2:9][CH2:10][CH2:11][CH2:12][CH2:13][CH3:14])[Br:15].[CH3:16][CH2:17][OH:18].[CH3:1][n:2]1[cH:3][n:4][cH:5][cH:6]1>>[Br-:15].[CH3:1][n:2]1[cH:3][n+:4]([CH2:7][CH2:8][CH2:9][CH2:10][CH2:11][CH2:12][CH2:13][CH3:14])[cH:5][cH:6]1. The reactants are C(C1=CC=CC=C1)(C1=CC=CC=C1)(C1=CC=CC=C1)NC=1SC=C(N1)C(C(=O)O)=NO (2-(2-tritylamino-4-thiazolyl)-2-hydroxyimino-acetic acid), COC(=C)C (2-methoxy-propene), C(Cl)Cl (methylene chloride). Conditions: time 20 minute. Yields the product C(C1=CC=CC=C1)(C1=CC=CC=C1)(C1=CC=CC=C1)NC=1SC=C(N1)C(C(=O)O)=NOC(CC)OC (2-(2-tritylamino-4-thiazolyl)-2-(2-methyl-1-methoxyethoxyimino)-acetic acid). As a reaction SMILES: [C:1]([NH:20][C:21]1[S:22][CH:23]=[C:24]([C:26](=[N:30][OH:31])[C:27]([OH:29])=[O:28])[N:25]=1)([C:14]1[CH:19]=[CH:18][CH:17]=[CH:16][CH:15]=1)([C:8]1[CH:13]=[CH:12][CH:11]=[CH:10][CH:9]=1)[C:2]1[CH:7]=[CH:6][CH:5]=[CH:4][CH:3]=1.[CH3:32][O:33][C:34]([CH3:36])=C.[CH2:37](Cl)Cl>>[C:1]([NH:20][C:21]1[S:22][CH:23]=[C:24]([C:26](=[N:30][O:31][CH:34]([O:33][CH3:32])[CH2:36][CH3:37])[C:27]([OH:29])=[O:28])[N:25]=1)([C:14]1[CH:19]=[CH:18][CH:17]=[CH:16][CH:15]=1)([C:8]1[CH:9]=[CH:10][CH:11]=[CH:12][CH:13]=1)[C:2]1[CH:7]=[CH:6][CH:5]=[CH:4][CH:3]=1. Reported procedure: A mixture of 12.9 g of the syn isomer of 2-(2-tritylamino-4-thiazolyl)-2-hydroxyimino-acetic acid, 120 ml of methylene chloride and 12 ml of 2-methoxy-propene was stirred for 20 minutes at room temperature and was then evaporated to dryness. The residue was stirred for another 30 minutes in 60 ml of methylene chloride and 12 ml of 2-methoxypropene and the mixture was evaporated to dryness under reduced pressure to obtain the syn isomer of 2-(2-tritylamino-4-thiazolyl)-2-(2-methyl-1-methoxyethoxy... Starting materials: N12CC(C(CC1)CC2)OC(NC(C)(C)C2=C(C=CC(=C2)Br)F)=O (1-azabicyclo[2.2.2]oct-3-yl[2-(5-bromo-2-fluorophenyl)propan-2-yl]carbamate), C1(CC1)B(O)O (cyclopropylboronic acid). The reagents and catalysts are C(C)(=O)[O-].[Pd+2].C(C)(=O)[O-] (palladium (II) acetate). Product: N12CC(C(CC1)CC2)OC(NC(C)(C)C2=C(C=CC(=C2)C2CC2)F)=O (1-azabicyclo[2.2.2]oct-3-yl[2-(5-cyclopropyl-2-fluorophenyl)propan-2-yl]carbamate). Isolated yield 323.3%. As a reaction SMILES: [N:1]12[CH2:8][CH2:7][CH:4]([CH2:5][CH2:6]1)[CH:3]([O:9][C:10](=[O:23])[NH:11][C:12]([C:15]1[CH:20]=[C:19](Br)[CH:18]=[CH:17][C:16]=1[F:22])([CH3:14])[CH3:13])[CH2:2]2.[CH:24]1(B(O)O)[CH2:26][CH2:25]1>C([O-])(=O)C.[Pd+2].C([O-])(=O)C>[N:1]12[CH2:8][CH2:7][CH:4]([CH2:5][CH2:6]1)[CH:3]([O:9][C:10](=[O:23])[NH:11][C:12]([C:15]1[CH:20]=[C:19]([CH:24]3[CH2:26][CH2:25]3)[CH:18]=[CH:17][C:16]=1[F:22])([CH3:14])[CH3:13])[CH2:2]2 |f:2.3.4|. Reported procedure: Using general procedure E, 1-azabicyclo[2.2.2]oct-3-yl[2-(5-bromo-2-fluorophenyl)propan-2-yl]carbamate (750 mg, 0.649 mmol), cyclopropylboronic acid (139 mg, 1.62 mmol) and palladium (II) acetate gave the title compound as a white solid (727 mg, 86%). 1H NMR (400 MHz, CDCl3) δ 7.08 (d, J=6.4 Hz, 1H), 6.97-6.78 (m, 2H), 5.19 (s, 1H), 4.65-4.57 (m, 1H), 2.66 (s, 6H), 1.85 (tt, J=5.1, 8.4 Hz, 1H), 2.00-1.17 (m, 5H), 1.71 (d, J=8.7 Hz, 6H), 0.92 (ddd, J=4.6, 6.3, 8.4 Hz, 2H), 0.62 (dt, J=4.7, 6.4 Hz...